The task is: describe an organic reaction: reactants, conditions, products, and yield. This data is from the Open Reaction Database (ORD), a public repository of structured organic reaction records. Starting materials: C(C)(C)(C)C1=C(C=CC(=C1)C(C)(C)C)O (2,4-di-tert-butylphenol), C(=O)(O)COC1=CC=C(C(C(=O)O)O)C=C1 (4-carboxymethoxymandelic acid), CS(=O)(=O)O (methanesulfonic acid). Solvent: C(C)(=O)O (acetic acid). Yields the product C(C)(C)(C)C=1C=C(C2=C(C(C(O2)=O)C2=CC=C(C=C2)OCC(=O)O)C1)C(C)(C)C (5,7-di-tert-butyl-3-(4-carboxymethoxyphenyl)benzofuran-2-one). Isolated yield 78.2%. As a reaction SMILES: [C:1]([C:5]1[CH:10]=[C:9]([C:11]([CH3:14])([CH3:13])[CH3:12])[CH:8]=[CH:7][C:6]=1[OH:15])([CH3:4])([CH3:3])[CH3:2].[C:16]([CH2:19][O:20][C:21]1[CH:31]=[CH:30][C:24]([CH:25](O)[C:26](O)=[O:27])=[CH:23][CH:22]=1)([OH:18])=[O:17].CS(O)(=O)=O>C(O)(=O)C>[C:11]([C:9]1[CH:10]=[C:5]([C:1]([CH3:4])([CH3:3])[CH3:2])[C:6]2[O:15][C:26](=[O:27])[CH:25]([C:24]3[CH:23]=[CH:22][C:21]([O:20][CH2:19][C:16]([OH:18])=[O:17])=[CH:31][CH:30]=3)[C:7]=2[CH:8]=1)([CH3:14])([CH3:13])[CH3:12]. Procedure: A mixture of 20.6 g (0.10 mol) of 2,4-di-tert-butylphenol, 22.6 g (0.10 mol) of 4-carboxymethoxymandelic acid and 1 g (10 mmol) of methanesulfonic acid in 50 ml of acetic acid is refluxed for 15 hours. The acetic acid is then distilled off. The residue is dissolved in 100 ml of dichloromethane, and the solution is washed three times with water. The organic phases are combined, dried over magnesium sulfate and concentrated on a vacuum rotary evaporator. Crystallisation of the residue from ligroin... Reactants: C(#N)C=1C=CC=2C(C3=CC=CC=C3S(C2C1)(=O)=O)=O (3-cyanothioxanthen-9-one 10,10-dioxide), C(CN)N (ethylenediamine), C[O-].[Na+] (sodium methoxide). Run in CO (methanol). Yields the product N1C(=NCC1)C=1C=CC=2C(C3=CC=CC=C3S(C2C1)(=O)=O)=O (3-(2-imidazolin-2-yl)thioxanthen-9-one 10,10-dioxide). Reaction SMILES: [C:1]([C:3]1[CH:4]=[CH:5][C:6]2[C:7](=[O:19])[C:8]3[C:13]([S:14](=[O:18])(=[O:17])[C:15]=2[CH:16]=1)=[CH:12][CH:11]=[CH:10][CH:9]=3)#[N:2].[CH2:20](N)[CH2:21][NH2:22].C[O-].[Na+]>CO>[NH:2]1[CH2:20][CH2:21][N:22]=[C:1]1[C:3]1[CH:4]=[CH:5][C:6]2[C:7](=[O:19])[C:8]3[C:13]([S:14](=[O:17])(=[O:18])[C:15]=2[CH:16]=1)=[CH:12][CH:11]=[CH:10][CH:9]=3 |f:2.3|. Procedure: To 13.5 g (0.05 mol) of 3-cyanothioxanthen-9-one 10,10-dioxide was added ethylenediamine, 6.0 g (0.1 mol), and sodium methoxide, 0.5 g (0.01 mol), in 100 ml methanol and the mixture was heated at reflux for 3 days. The reaction mixture was filtered hot and the solid was washed with two 50 ml portions of methanol. The crude product was recrystallized from ethanol to yield 3-(2-imidazolin-2-yl)thioxanthen-9-one 10,10-dioxide, 11.0 g, as bright orange crystals, m.p. 241°-242° C. Reactants: BrC=1C=CC(=C(C1)C(CF)=O)F (1-(5-bromo-2-fluorophenyl)-2-fluoroethanone), CC(C)(C)[S@@](=O)N ((R)-2-methylpropane-2-sulfinamide), CCOC(=O)C (EtOAc), O (water). The reagents and catalysts are C(C)O[Ti](OCC)(OCC)OCC (tetraethoxytitanium). Solvent: C1CCOC1 (THF). Conditions: time 16 hour. Yields the product BrC=1C=CC(=C(C1)C(CF)=N[S@](=O)C(C)(C)C)F ((R)-N-(1-(5-bromo-2-fluorophenyl)-2-fluoroethylidene)-2-methylpropane-2-sulfinamide). Isolated yield 76.2%. Reaction SMILES: [Br:1][C:2]1[CH:3]=[CH:4][C:5]([F:12])=[C:6]([C:8](=O)[CH2:9][F:10])[CH:7]=1.[CH3:13][C:14]([S@:17]([NH2:19])=[O:18])([CH3:16])[CH3:15].O.CCOC(C)=O>C1COCC1.C(O[Ti](OCC)(OCC)OCC)C>[Br:1][C:2]1[CH:3]=[CH:4][C:5]([F:12])=[C:6]([C:8](=[N:19][S@@:17]([C:14]([CH3:16])([CH3:15])[CH3:13])=[O:18])[CH2:9][F:10])[CH:7]=1. Procedure details: To a solution of 1-(5-bromo-2-fluorophenyl)-2-fluoroethanone (14 g, 59.6 mmol, step 1) and (R)-2-methylpropane-2-sulfinamide (14.44 g, 119 mmol, AK Scientific) in THF (120 ml) was added tetraethoxytitanium (27.2 g, 119 mmol, Aldrich). The reaction was stirred at RT for 16 hours. The reaction was poured slowly into vigorously stirring water (700 ml) and the resulting suspension was stirred for 20 minutes. EtOAc (400 ml) was added and the suspension was stirred for an additional 20 minutes. The su... Starting materials: CCOc1cc(CN2CCC(N)CC2)ccc1Cl, [H-], N#Cc1cnc(Cl)nc1N, [Na+], CN(C)C=O. Product: CCOc1cc(CN2CCC(Nc3ncc(C#N)c(N)n3)CC2)ccc1Cl. Reaction SMILES: [Cl:1][c:2]1[c:3]([O:16][CH2:17][CH3:18])[cH:4][c:5]([CH2:6][N:7]2[CH2:8][CH2:9][CH:10]([NH2:13])[CH2:11][CH2:12]2)[cH:14][cH:15]1.[H-:19].[NH2:21][c:22]1[n:23][c:24]([Cl:30])[n:25][cH:26][c:27]1[C:28]#[N:29].[Na+:20].[O:31]=[CH:32][N:33]([CH3:34])[CH3:35]>>[Cl:1][c:2]1[c:3]([O:16][CH2:17][CH3:18])[cH:4][c:5]([CH2:6][N:7]2[CH2:8][CH2:9][CH:10]([NH:13][c:24]3[n:23][c:22]([NH2:21])[c:27]([C:28]#[N:29])[cH:26][n:25]3)[CH2:11][CH2:12]2)[cH:14][cH:15]1. The reactants are C([O-])(O)=O.[Na+] (sodium bicarbonate), C(C1=CC=CC=C1)C1=NC2=C(N(C1=O)C1=CC(=CC=C1)C(=O)O)N=CC=C2 (2-benzyl-4-(3-carboxyphenyl)-3-oxo-3,4-dihydropyrido[2,3-b]pyrazine), C(C(=O)Cl)(=O)Cl (oxalyl chloride), N (ammonia). Reagents/catalysts: CN(C=O)C (N,N-dimethylformamide). Run in C(C)(=O)OCC (ethyl acetate), ClCCl (dichloromethane). Reaction conditions: time 15 minute. Yields the product C(C1=CC=CC=C1)C1=NC2=C(N(C1=O)C1=CC(=CC=C1)C(N)=O)N=CC=C2 (2-benzyl-4-(3-carbamoylphenyl)-3-oxo-3,4-dihydropyrido[2,3-b]pyrazine). RXN SMILES: [CH2:1]([C:8]1[C:13](=[O:14])[N:12]([C:15]2[CH:20]=[CH:19][CH:18]=[C:17]([C:21](O)=[O:22])[CH:16]=2)[C:11]2[N:24]=[CH:25][CH:26]=[CH:27][C:10]=2[N:9]=1)[C:2]1[CH:7]=[CH:6][CH:5]=[CH:4][CH:3]=1.C(Cl)(=O)C(Cl)=O.[NH3:34].C(=O)(O)[O-].[Na+]>ClCCl.CN(C)C=O.C(OCC)(=O)C>[CH2:1]([C:8]1[C:13](=[O:14])[N:12]([C:15]2[CH:20]=[CH:19][CH:18]=[C:17]([C:21](=[O:22])[NH2:34])[CH:16]=2)[C:11]2[N:24]=[CH:25][CH:26]=[CH:27][C:10]=2[N:9]=1)[C:2]1[CH:7]=[CH:6][CH:5]=[CH:4][CH:3]=1 |f:3.4|. Procedure details: To a solution of 2-benzyl-4-(3-carboxyphenyl)-3-oxo-3,4-dihydropyrido[2,3-b]pyrazine (41 mg) in dichloromethane (2 ml) was added oxalyl chloride (0.02 ml) and 1 drop of N,N-dimethylformamide. After stirring at room temperature for 15 minutes, ammonia solution (28%, 1 ml) was added to the mixture and stirred at room temperature for 15 minutes. The mixture was poured into a mixture of ethyl acetate and aqueous sodium bicarbonate. The organic phase was separated, washed with aqueous sodium bicarbon...